From a dataset of the Open Reaction Database (ORD), a public repository of structured organic reaction records. describe an organic reaction: reactants, conditions, products, and yield Reactants: ClC1=NC=CN=C1C=1COCCC1 (2-Chloro-3-(5,6-dihydro-2H-pyran-3-yl)pyrazine), NC1=CC=C(C=C1)O (4-aminophenol), C([O-])([O-])=O.[Cs+].[Cs+] (cesium carbonate). The solvent is CN(C)C=O (DMF), O (water). Run at temperature 120 celsius, time 2.5 hour. The product is O1CC(=CCC1)C=1C(=NC=CN1)OC1=CC=C(N)C=C1 (4-(3-(5,6-dihydro-2H-pyran-3-yl)pyrazin-2-yloxy)aniline). RXN SMILES: Cl[C:2]1[C:7]([C:8]2[CH2:9][O:10][CH2:11][CH2:12][CH:13]=2)=[N:6][CH:5]=[CH:4][N:3]=1.[NH2:14][C:15]1[CH:20]=[CH:19][C:18]([OH:21])=[CH:17][CH:16]=1.C(=O)([O-])[O-].[Cs+].[Cs+]>CN(C=O)C.O>[O:10]1[CH2:11][CH2:12][CH:13]=[C:8]([C:7]2[C:2]([O:21][C:18]3[CH:19]=[CH:20][C:15]([NH2:14])=[CH:16][CH:17]=3)=[N:3][CH:4]=[CH:5][N:6]=2)[CH2:9]1 |f:2.3.4|. Procedure details: 2-Chloro-3-(5,6-dihydro-2H-pyran-3-yl)pyrazine (0.13 g, 0.68 mmol), 4-aminophenol (0.15 g, 1.35 mmol), and cesium carbonate (0.44 g, 1.35 mmol) were mixed in DMF (2 mL) in a microwave tube. The tube was sealed and placed under a nitrogen atmosphere. The reaction mixture was stirred at 120° C. for 2.5 h. The reaction mixture was cooled to room temperature and diluted with water. The resulting precipitate was filtered and washed with water to give 4-(3-(5,6-dihydro-2H-pyran-3-yl)pyrazin-2-yloxy)an... Reaction conditions: time 12 hour. The solvent is CN(C)C=O (DMF). Product: BrCCCC(=O)NC1=C(C=CC=C1C(C)C)C(C)C (4-bromo-N-(2,6-diisopropylphenyl)butanamide). Reaction SMILES: CCN=C=NCCCN(C)C.C1C=CC2N(O)N=NC=2C=1.[CH:22]([C:25]1[CH:31]=[CH:30][CH:29]=[C:28]([CH:32]([CH3:34])[CH3:33])[C:26]=1[NH2:27])([CH3:24])[CH3:23].[Br:35][CH2:36][CH2:37][CH2:38][C:39](O)=[O:40]>CN(C=O)C>[Br:35][CH2:36][CH2:37][CH2:38][C:39]([NH:27][C:26]1[C:25]([CH:22]([CH3:24])[CH3:23])=[CH:31][CH:30]=[CH:29][C:28]=1[CH:32]([CH3:34])[CH3:33])=[O:40]. The yield is 31.9%. Procedure details: WSC (2.3 g, 12 mmols) and HOBt (1.49 g, 15 mmols) were added to a DMF (30 ml) solution of 2,6-diisoproylaniline (1.97 g, 10 mmols) and 4-bromobutyric acid (2.71 g, 15 mmols), and stirred at room temperature for 12 hours. The reaction mixture was extracted with ether. The organic layer was washed with water, 1 N HCl, an aqueous saturated solution of sodium hydrogencarbonate and saturated saline in that order, and dried with anhydrous magnesium sulfate, and the solvent was evaporated. Then, the re... Starting materials: CCN=C=NCCCN(C)C (WSC), C=1C=CC2=C(C1)N=NN2O (HOBt), C(C)(C)C1=C(N)C(=CC=C1)C(C)C (2,6-diisoproylaniline), BrCCCC(=O)O (4-bromobutyric acid). The reactants are ClC=1C=C(C=C(C1)Cl)NC(=O)C1(CCC1)C(=O)OCC (ethyl 1-(3,5-dichlorophenylaminocarbonyl)cyclobutanecarboxylate), [OH-].[K+] (potassium hydroxide), [K] (potassium), ClC=1C=C(C=C(C1)Cl)NC(=O)C1(CCC1)C(=O)OCC (ethyl 1-(3,5-dichlorophenylaminocarbonyl)cyclobutanecarboxylate), O (water), Cl (HCl). The product is ClC=1C=C(C=C(C1)Cl)NC(=O)C1(CCC1)C(=O)O (1-(3,5-dichlorophenylaminocarbonyl)cyclobutanecarboxylic acid). As a reaction SMILES: [Cl:1][C:2]1[CH:3]=[C:4]([NH:9][C:10]([C:12]2([C:16]([O:18]CC)=[O:17])[CH2:15][CH2:14][CH2:13]2)=[O:11])[CH:5]=[C:6]([Cl:8])[CH:7]=1.O.[OH-].[K+].[K].Cl>>[Cl:1][C:2]1[CH:3]=[C:4]([NH:9][C:10]([C:12]2([C:16]([OH:18])=[O:17])[CH2:15][CH2:14][CH2:13]2)=[O:11])[CH:5]=[C:6]([Cl:8])[CH:7]=1 |f:2.3,^1:23|. Procedure: A 2.0 gram (0.006 mole) portion of ethyl 1-(3,5-dichlorophenylaminocarbonyl)cyclobutanecarboxylate prepared in Example X (Compound 130) was hydrolyzed in the presence of water (0.114 gram, 0.006 mole) and ethanolic potassium hydroxide (0.355 gram, 0.006 mole). The potassium salt of the acid was then acidified with 25% HCl solution and worked up in a manner similar to that described in Example VII to give 0.92 gram (0.003 mole) of 1-(3,5-dichlorophenylaminocarbonyl)cyclobutanecarboxylic acid as a... Starting materials: COC=1C=C(C#N)C=CC1 (3-methoxybenzonitrile), [N+](=O)(O)[O-] (nitric acid). The solvent is C(C)(=O)OC(C)=O (acetic anhydride). Product: COC=1C=C(C#N)C=CC1[N+](=O)[O-] (3-methoxy-4-nitrobenzonitrile). Yield: 20.0%. RXN SMILES: [CH3:1][O:2][C:3]1[CH:4]=[C:5]([CH:8]=[CH:9][CH:10]=1)[C:6]#[N:7].[N+:11]([O-])([OH:13])=[O:12]>C(OC(=O)C)(=O)C>[CH3:1][O:2][C:3]1[CH:4]=[C:5]([CH:8]=[CH:9][C:10]=1[N+:11]([O-:13])=[O:12])[C:6]#[N:7]. Reported procedure: To a cooled solution of 3-methoxybenzonitrile (10 g, 75 mmol) in acetic anhydride (150 ml) was added 70% nitric acid (60 mL) at a rate that kept the reaction mixture below 50° C. After 1 h the reaction mixture was poured onto ice (400 cc) and extracted with ethyl acetate. The ethyl acetate layer was washed with water, and dried (Na2SO4). Concentration under reduced pressure and chromatography with ethyl acetate/hexanes gave 2.69 g (20%) of 3-methoxy-4-nitrobenzonitrile: 1H NMR (DMSO-d6): δ 8.04 ... Starting materials: [BH4-], O=C([O-])[O-], CO, CC(=O)O, [K+], [K+], [Na+], Cc1c(C)c2c(c(C)c1O)C(=O)CC(C)(COc1ccc(CC3SC(=O)NC3=O)cc1)O2. The product is Cc1c(C)c2c(c(C)c1O)C(O)CC(C)(COc1ccc(CC3SC(=O)NC3=O)cc1)O2. Reaction SMILES: [BH4-:1].[C:37](=[O:38])([O-:39])[O-:40].[CH3:35][OH:36].[CH3:43][C:44](=[O:45])[OH:46].[K+:41].[K+:42].[Na+:2].[OH:3][c:4]1[c:5]([CH3:34])[c:6]2[c:11]([c:12]([CH3:15])[c:13]1[CH3:14])[O:10][C:9]([CH3:16])([CH2:17][O:18][c:19]1[cH:20][cH:21][c:22]([CH2:23][CH:24]3[C:25](=[O:30])[NH:26][C:27](=[O:29])[S:28]3)[cH:31][cH:32]1)[CH2:8][C:7]2=[O:33]>>[OH:3][c:4]1[c:5]([CH3:34])[c:6]2[c:11]([c:12]([CH3:15])[c:13]1[CH3:14])[O:10][C:9]([CH3:16])([CH2:17][O:18][c:19]1[cH:20][cH:21][c:22]([CH2:23][CH:24]3[C:25](=[O:30])[NH:26][C:27](=[O:29])[S:28]3)[cH:31][cH:32]1)[CH2:8][CH:7]2[OH:33]. Reactants: O=C(NC(CO)C(=O)O)OCc1ccccc1, CN(C)C=O, CCOC(C)=O, C(=NC1CCCCC1)=NC1CCCCC1, c1ccc(CCCN2CCNCC2)cc1. Yields the product O=C(NC(CO)C(=O)N1CCN(CCCc2ccccc2)CC1)OCc1ccccc1. As a reaction SMILES: [C:16](=[O:17])([O:18][CH2:19][c:20]1[cH:21][cH:22][cH:23][cH:24][cH:25]1)[NH:26][CH:27]([CH2:28][OH:29])[C:30](=[O:31])[OH:32].[CH3:48][N:49]([CH3:50])[CH:51]=[O:52].[CH3:53][CH2:54][O:55][C:56](=[O:57])[CH3:58].[CH:1]1([N:2]=[C:3]=[N:4][CH:5]2[CH2:6][CH2:7][CH2:8][CH2:9][CH2:10]2)[CH2:11][CH2:12][CH2:13][CH2:14][CH2:15]1.[c:33]1([CH2:39][CH2:40][CH2:41][N:42]2[CH2:43][CH2:44][NH:45][CH2:46][CH2:47]2)[cH:34][cH:35][cH:36][cH:37][cH:38]1>>[C:16](=[O:17])([O:18][CH2:19][c:20]1[cH:21][cH:22][cH:23][cH:24][cH:25]1)[NH:26][CH:27]([CH2:28][OH:29])[C:30](=[O:32])[N:45]1[CH2:44][CH2:43][N:42]([CH2:41][CH2:40][CH2:39][c:33]2[cH:34][cH:35][cH:36][cH:37][cH:38]2)[CH2:47][CH2:46]1. The reactants are ClCCl, [Na+], CC(C)(C)OC(=O)N1CCCC1CN1C(=O)C2(COc3cc4c(cc32)CCO4)c2ccccc21, [OH-], O=C(O)C(F)(F)F. The product is O=C1N(CC2CCCN2)c2ccccc2C12COc1cc3c(cc12)CCO3. Reaction SMILES: [Cl:44][CH2:45][Cl:46].[Na+:43].[O:1]=[C:2]1[N:3]([CH2:22][CH:23]2[N:24]([C:28]([O:29][C:30]([CH3:31])([CH3:32])[CH3:33])=[O:34])[CH2:25][CH2:26][CH2:27]2)[c:4]2[cH:5][cH:6][cH:7][cH:8][c:9]2[C:10]12[c:11]1[c:12]([cH:15][c:16]3[c:20]([cH:21]1)[CH2:19][CH2:18][O:17]3)[O:13][CH2:14]2.[OH-:42].[OH:35][C:36]([C:37]([F:38])([F:39])[F:40])=[O:41]>>[O:1]=[C:2]1[N:3]([CH2:22][CH:23]2[NH:24][CH2:25][CH2:26][CH2:27]2)[c:4]2[cH:5][cH:6][cH:7][cH:8][c:9]2[C:10]12[c:11]1[c:12]([cH:15][c:16]3[c:20]([cH:21]1)[CH2:19][CH2:18][O:17]3)[O:13][CH2:14]2.